From a dataset of the Open Reaction Database (ORD), a public repository of structured organic reaction records. describe an organic reaction: reactants, conditions, products, and yield Starting materials: OCCBr, CC1(C)N=C(c2ccccc2Cl)c2cc([N+](=O)[O-])ccc2N(CCO)C1=O. The product is CC1(C)N=C(c2ccccc2Cl)c2cc([N+](=O)[O-])ccc2NC1=O. Reaction SMILES: [Br:1][CH2:2][CH2:3][OH:4].[Cl:5][c:6]1[c:7]([C:12]2=[N:13][C:14]([CH3:30])([CH3:31])[C:15](=[O:29])[N:16]([CH2:26][CH2:27][OH:28])[c:17]3[c:18]2[cH:19][c:20]([N+:23](=[O:24])[O-:25])[cH:21][cH:22]3)[cH:8][cH:9][cH:10][cH:11]1>>[Cl:5][c:6]1[c:7]([C:12]2=[N:13][C:14]([CH3:30])([CH3:31])[C:15](=[O:29])[NH:16][c:17]3[c:18]2[cH:19][c:20]([N+:23](=[O:24])[O-:25])[cH:21][cH:22]3)[cH:8][cH:9][cH:10][cH:11]1. The reactants are CC(=O)O[BH-](OC(C)=O)OC(C)=O, COC(=O)C(=O)CCCCCC(=O)OC(C)(C)C, ClCCCl, [Na+]. The product is COC(=O)C(O)CCCCCC(=O)OC(C)(C)C. As a reaction SMILES: [C:19]([O:20][BH-:21]([O:22][C:23](=[O:24])[CH3:25])[O:26][C:27](=[O:28])[CH3:29])(=[O:30])[CH3:31].[C:1]([CH3:2])([CH3:3])([CH3:4])[O:5][C:6](=[O:7])[CH2:8][CH2:9][CH2:10][CH2:11][CH2:12][C:13]([C:14](=[O:15])[O:16][CH3:17])=[O:18].[Cl:33][CH2:34][CH2:35][Cl:36].[Na+:32]>>[C:1]([CH3:2])([CH3:3])([CH3:4])[O:5][C:6](=[O:7])[CH2:8][CH2:9][CH2:10][CH2:11][CH2:12][CH:13]([C:14](=[O:15])[O:16][CH3:17])[OH:18]. Reactants: C1CNCCN1, NC(=O)c1ccc2[nH]c(-c3ccc(C(O)c4ccc(Cl)cc4)cc3)nc2c1, O=S(Cl)Cl. Yields the product NC(=O)c1ccc2[nH]c(-c3ccc(C(c4ccc(Cl)cc4)N4CCNCC4)cc3)nc2c1. As a reaction SMILES: [CH2:32]1[CH2:33][NH:34][CH2:35][CH2:36][NH:37]1.[Cl:1][c:2]1[cH:3][cH:4][c:5]([CH:8]([c:9]2[cH:10][cH:11][c:12](-[c:15]3[n:16][c:17]4[c:18]([nH:19]3)[cH:20][cH:21][c:22]([C:24](=[O:25])[NH2:26])[cH:23]4)[cH:13][cH:14]2)[OH:27])[cH:6][cH:7]1.[S:28]([Cl:29])([Cl:30])=[O:31]>>[Cl:1][c:2]1[cH:3][cH:4][c:5]([CH:8]([c:9]2[cH:10][cH:11][c:12](-[c:15]3[n:16][c:17]4[c:18]([nH:19]3)[cH:20][cH:21][c:22]([C:24](=[O:25])[NH2:26])[cH:23]4)[cH:13][cH:14]2)[N:34]2[CH2:33][CH2:32][NH:37][CH2:36][CH2:35]2)[cH:6][cH:7]1. The reactants are C(CCCCCCCCCCCO)O (1,12-dodecanediol), [OH-].[Na+] (sodium hydroxide), [N+](=O)([O-])C=1C=C(C(C#N)=CC1)C#N (4-nitrophthalonitrile), [Na][Na] (disodium), C(CCCCCCCCCCCO)O (1,12-dodecanediol). Solvent: O (water), C1=CC=CC=C1 (benzene), CS(=O)C (dimethyl sulfoxide), O (water). Reaction conditions: temperature 140 celsius. Yields the product C(#N)C=1C=C(OCCCCCCCCCCCCOC2=CC(=C(C=C2)C#N)C#N)C=CC1C#N (1,12-bis(3,4-dicyanophenoxy) dodecane). The yield is 43.6%. RXN SMILES: [CH2:1]([OH:14])[CH2:2][CH2:3][CH2:4][CH2:5][CH2:6][CH2:7][CH2:8][CH2:9][CH2:10][CH2:11][CH2:12][OH:13].[OH-].[Na+].[N+]([C:20]1[CH:21]=[C:22]([C:28]#[N:29])[C:23](=[CH:26][CH:27]=1)[C:24]#[N:25])([O-])=O.[Na][Na]>O.C1C=CC=CC=1.CS(C)=O>[C:24]([C:23]1[CH:26]=[C:27]([CH:20]=[CH:21][C:22]=1[C:28]#[N:29])[O:14][CH2:1][CH2:2][CH2:3][CH2:4][CH2:5][CH2:6][CH2:7][CH2:8][CH2:9][CH2:10][CH2:11][CH2:12][O:13][C:20]1[CH:27]=[CH:26][C:23]([C:24]#[N:25])=[C:22]([C:28]#[N:29])[CH:21]=1)#[N:25] |f:1.2|. Reported procedure: A mixture of 1,12-dodecanediol (10.2 g, 0.051 mol), sodium hydroxide (4.6 g, 0.11 mol), 120 ml of dimethyl sulfoxide, 20 ml of benzene and 6 ml of water was stirred at reflux under a nitrogen atmosphere for 12 hours. The water was azeotroped from the mixture with a Dean-Stark trap. After cooling, 17.5 g (0.11 mol) of 4-nitrophthalonitrile was added to the disodium salt of 1,12-dodecanediol prepared above. The resulting mixture was slowly heated to 140° C. and stirred at this temperature for 8 ho... The reactants are C(C)(C)(C)C1=C(C=C(C(=O)N2[C@](C[C@@H]([C@@H]2C=2SC=CN2)C2=NC=CN=C2)(C(=O)OC(C)(C)C)CC2=NC=CC=C2)C=C1)OC (rel-(2S,4S,5R)-1-(4-tert-butyl-3-methoxybenzoyl)-2-(pyridin-2-ylmethyl)-4-(pyrazin-2-yl)-5-(1,3-thiazol-2-yl)pyrrolidine-2-carboxylic acid, tert-butyl ester), C(=O)(C(F)(F)F)O (TFA). Yields the product C(C)(C)(C)C1=C(C=C(C(=O)N2[C@](C[C@@H]([C@@H]2C=2SC=CN2)C2=NC=CN=C2)(C(=O)O)CC2=NC=CC=C2)C=C1)OC (rel-(2S,4S,5R)-1-(4-tert-Butyl-3-methoxybenzoyl)-2-(pyridin-2-ylmethyl)-4-(pyrazin-2-yl)-5-(1,3-thiazol-2-yl)pyrrolidine-2-carboxylic acid). RXN SMILES: [C:1]([C:5]1[CH:42]=[CH:41][C:8]([C:9]([N:11]2[C@@H:15]([C:16]3[S:17][CH:18]=[CH:19][N:20]=3)[C@@H:14]([C:21]3[CH:26]=[N:25][CH:24]=[CH:23][N:22]=3)[CH2:13][C@:12]2([CH2:34][C:35]2[CH:40]=[CH:39][CH:38]=[CH:37][N:36]=2)[C:27]([O:29]C(C)(C)C)=[O:28])=[O:10])=[CH:7][C:6]=1[O:43][CH3:44])([CH3:4])([CH3:3])[CH3:2].C(O)(C(F)(F)F)=O>>[C:1]([C:5]1[CH:42]=[CH:41][C:8]([C:9]([N:11]2[C@@H:15]([C:16]3[S:17][CH:18]=[CH:19][N:20]=3)[C@@H:14]([C:21]3[CH:26]=[N:25][CH:24]=[CH:23][N:22]=3)[CH2:13][C@:12]2([CH2:34][C:35]2[CH:40]=[CH:39][CH:38]=[CH:37][N:36]=2)[C:27]([OH:29])=[O:28])=[O:10])=[CH:7][C:6]=1[O:43][CH3:44])([CH3:4])([CH3:2])[CH3:3]. Procedure: The tert-butyl ester from stage A was deprotected with TFA in a similar manner to that described in Example 1, to afford the title compound as a solid. The reactants are C(C)OC(=O)C=1C=NN(C1)C1=NC2=CC=C(C=C2C(N1COCC[Si](C)(C)C)=O)I (1-[6-iodo-4-oxo-3-(2-trimethylsilanyl-ethoxymethyl)-3,4-dihydro-quinazolin-2-yl]-1H-pyrazole-4-carboxylic acid ethyl ester), product, FC=1C=C(C=CC1)B(O)O (3-fluorophenylboronic acid). The product is FC=1C=C(C=CC1)C=1C=C2C(NC(=NC2=CC1)N1N=CC(=C1)C(=O)O)=O (1-[6-(3-Fluoro-phenyl)-4-oxo-3,4-dihydro-quinazolin-2-yl]-1H-pyrazole-4-carboxylic acid). As a reaction SMILES: C([O:3][C:4]([C:6]1[CH:7]=[N:8][N:9]([C:11]2[N:20](COCC[Si](C)(C)C)[C:19](=[O:29])[C:18]3[C:13](=[CH:14][CH:15]=[C:16](I)[CH:17]=3)[N:12]=2)[CH:10]=1)=[O:5])C.[F:31][C:32]1[CH:33]=[C:34](B(O)O)[CH:35]=[CH:36][CH:37]=1>>[F:31][C:32]1[CH:37]=[C:36]([C:16]2[CH:17]=[C:18]3[C:13](=[CH:14][CH:15]=2)[N:12]=[C:11]([N:9]2[CH:10]=[C:6]([C:4]([OH:3])=[O:5])[CH:7]=[N:8]2)[NH:20][C:19]3=[O:29])[CH:35]=[CH:34][CH:33]=1. Procedure: The titled compound was prepared in a manner analogous to Example 69, steps C-E, using 1-[6-iodo-4-oxo-3-(2-trimethylsilanyl-ethoxymethyl)-3,4-dihydro-quinazolin-2-yl]-1H-pyrazole-4-carboxylic acid ethyl ester (Example 69 product from step B) and 3-fluorophenylboronic acid in step C. MS (ESI): mass calcd. for C18H11FN4O3, 350.1; m/z found, 351.1 [M+H]+. 1H NMR (600 MHz, DMSO-d6): 13.01 (br s, 2H), 8.98 (s, 1H), 8.38 (d, J=2.0 Hz, 1H), 8.29 (s, 1H), 8.22-8.20 (m, 1H), 7.80 (d, J=8.0 Hz, 1H), 7.68... The reactants are ClC1=CC(=C(C=C1)C(CC)N)F (1-(4-chloro-2-fluoro-phenyl)-propylamine), C(C)O (ethanol), N[C@@H](CC(=O)O)C(=O)O (L-aspartic acid). Conditions: temperature 72 celsius, time 8 hour. As a reaction SMILES: [Cl:1][C:2]1[CH:7]=[CH:6][C:5]([CH:8]([NH2:11])[CH2:9][CH3:10])=[C:4]([F:12])[CH:3]=1.C(O)C.N[C@H](C(O)=O)CC(O)=O>O>[Cl:1][C:2]1[CH:7]=[CH:6][C:5]([C@H:8]([NH2:11])[CH2:9][CH3:10])=[C:4]([F:12])[CH:3]=1. The product is ClC1=CC(=C(C=C1)[C@@H](CC)N)F ((R)-1-(4-chloro-2-fluoro-phenyl)-propylamine), aspartate salt. Reported procedure: Step 4—Three runs were carried out in parallel and combined in the work-up. A mixture of 1-(4-chloro-2-fluoro-phenyl)-propylamine (497.6 g, 2.65 mol, 1.0 eq) from Step 3, ethanol and water (3.1 L ethanol/1.3 L water) and L-aspartic acid (353 g, 2.65 mol, 1.0 eq) was heated to 72° C. (oil bath) for 1 hour and then allowed to cool to room temperature. The resulting precipitate was filtered off, washed with ethanol (2 L) and air dried to give a white solid (4381.6 g-contains solvent, dry weight est... The solvent is O (water).